From a dataset of the Open Reaction Database (ORD), a public repository of structured organic reaction records. describe an organic reaction: reactants, conditions, products, and yield The reactants are C(CCCC)NCCCCC (Diamyl amine), C(=S)=S (CS2). RXN SMILES: [CH2:1]([NH:6][CH2:7][CH2:8][CH2:9][CH2:10][CH3:11])[CH2:2][CH2:3][CH2:4][CH3:5].[C:12](=[S:14])=[S:13]>>[CH2:7]([N:6]([CH2:1][CH2:2][CH2:3][CH2:4][CH3:5])[C:12](=[S:13])[S-:14])[CH2:8][CH2:9][CH2:10][CH3:11].[CH2:7]([NH2+:6][CH2:1][CH2:2][CH2:3][CH2:4][CH3:5])[CH2:8][CH2:9][CH2:10][CH3:11] |f:2.3|. Yields the product C(CCCC)N(C([S-])=S)CCCCC.C(CCCC)[NH2+]CCCCC (diamyl ammonium diamyl dithiocarbamate). Reported procedure: Diamyl amine (75.13 grams, 0.478 moles) was charged into a 3-neck, round-bottom flask fitted with agitator, condenser, and thermometer. The reactor was placed in cold-water bath, and the CS2 (46.30 grams, 0.608 moles) was added drop-wise through addition funnel while maintaining the reaction temperature under 40° C. The reaction was then placed aspirator vacuum to remove excess CS2. Conditions: temperature 40 celsius. Reactants: O (water), BrC1=CC=C(C(C(=O)O)=C1)O (5-bromosalicylic acid), C(C=C)Br (allyl bromide), C([O-])(O)=O.[Na+] (sodium bicarbonate). Run in CN(C)C=O (DMF). Reaction conditions: time 72 hour. Yields the product BrC1=CC=C(C(C(=O)OCC=C)=C1)O (Allyl 5-bromosalicylate). The yield is 90.7%. RXN SMILES: [Br:1][C:2]1[CH:10]=[C:6]([C:7]([OH:9])=[O:8])[C:5]([OH:11])=[CH:4][CH:3]=1.[CH2:12](Br)[CH:13]=[CH2:14].C(=O)(O)[O-].[Na+].O>CN(C=O)C>[Br:1][C:2]1[CH:10]=[C:6]([C:7]([O:9][CH2:14][CH:13]=[CH2:12])=[O:8])[C:5]([OH:11])=[CH:4][CH:3]=1 |f:2.3|. Procedure details: A mixture of 5-bromosalicylic acid (10 g, 46 mmol), allyl bromide (6.12 g, 51 mmol) and sodium bicarbonate (4.65 g, 55 mmol) in 50 ml of DMF was stirred under a drying tube for 72 hr. The reaction mixture was poured into water, extracted with ethyl acetate. and the organic layer dried over MgSO4. Concentration under vacuum gave 10.73 g (91%) of product (1-Scheme 2) with the expected NMR.